From a dataset of the Open Reaction Database (ORD), a public repository of structured organic reaction records. describe an organic reaction: reactants, conditions, products, and yield Starting materials: COC(C(=CC(N(OCC(C)C)CC1=CC=C(C=C1)F)=O)O)=O (3-[(4-Fluorobenzyl)-isobutoxy-carbamoyl]-2-hydroxy-acrylic acid methyl ester), C=O (paraformaldehyde), CN (methylamine), ClC=1C=C(CN(C(=O)C=2CN(C(C2O)=O)C)C)C=CC1Cl (4-Hydroxy-1-methyl-5-oxo-2,5-dihydro-1H-pyrrole-3-carboxylic acid (3,4-dichloro-benzyl)-methyl amide). Product: FC1=CC=C(CN(C(=O)C=2CN(C(C2O)=O)C)OCC(C)C)C=C1 (4-Hydroxy-1-methyl-5-oxo-2,5-dihydro-1H-pyrrole-3-carboxylic acid (4-fluoro-benzyl)-isobutoxy-amide). Isolated yield 40.0%. RXN SMILES: CO[C:3](=[O:23])[C:4]([OH:22])=[CH:5][C:6](=[O:21])[N:7]([CH2:13][C:14]1[CH:19]=[CH:18][C:17]([F:20])=[CH:16][CH:15]=1)[O:8][CH2:9][CH:10]([CH3:12])[CH3:11].C=O.CN.ClC1C=C(C=CC=1Cl)[CH2:32][N:33](C)[C:34](C1CN(C)C(=O)C=1O)=O>>[F:20][C:17]1[CH:16]=[CH:15][C:14]([CH2:13][N:7]([O:8][CH2:9][CH:10]([CH3:11])[CH3:12])[C:6]([C:5]2[CH2:32][N:33]([CH3:34])[C:3](=[O:23])[C:4]=2[OH:22])=[O:21])=[CH:19][CH:18]=1. Reported procedure: 3-[(4-Fluorobenzyl)-isobutoxy-carbamoyl]-2-hydroxy-acrylic acid methyl ester (Compound 58-D) was treated with paraformaldehyde and methylamine as described in the preparation of Compound 12 to give the title compound as a white solid (40% yield); mp 96–97° C. 1HNMR 400 MHz (CDCl3) δ (ppm): 0.98 (6H, d, J=6.5 Hz, CH3), 1.96 (1H, m CH), 3.12 (3H, s, NCH3), 3.69 (2H, d, J=6.4 Hz, OCH2), 4.1 (2H, s, NCH2), 4.85 (2H, s, NCH2), 7.06 (2H, m, aromatics), 7.33 (2H, m, aromatics), 11.65 (1H, broad s, OH).... The reactants are BrC=1C=C(C=CC1OC)C1OCCO1 (2-(3-bromo-4-methoxyphenyl)-1,3-dioxolane), ClC=1C=C2C(C(NC2=CC1)=O)=O (5-chloroisatin). The product is ClC=1C=C2C(C(NC2=CC1)=O)(O)C1=C(C=CC(=C1)C1OCCO1)OC (5-chloro-3-[5-(1,3-dioxolane-2-yl)-2-methoxyphenyl]-3-hydroxy-1,3-dihydro-2H-indol-2-one). The yield is 43.8%. Reaction SMILES: Br[C:2]1[CH:3]=[C:4]([CH:10]2[O:14][CH2:13][CH2:12][O:11]2)[CH:5]=[CH:6][C:7]=1[O:8][CH3:9].[Cl:15][C:16]1[CH:17]=[C:18]2[C:22](=[CH:23][CH:24]=1)[NH:21][C:20](=[O:25])[C:19]2=[O:26]>>[Cl:15][C:16]1[CH:17]=[C:18]2[C:22](=[CH:23][CH:24]=1)[NH:21][C:20](=[O:25])[C:19]2([C:2]1[CH:3]=[C:4]([CH:10]2[O:14][CH2:13][CH2:12][O:11]2)[CH:5]=[CH:6][C:7]=1[O:8][CH3:9])[OH:26]. Procedure details: With 30.0 g of the compound obtained in Step 196-1 and 17.52 g of 5-chloroisatin as starting materials, 15.3 g of the title compound (yellow solid) was obtained by a similar method to Step 21-1. Reactants: ClC=1C=C(C=CC1)N1CCNCC1 (4-(3-chlorophenyl)piperazine), C(O)([O-])=O.[Na+] (sodium hydrogencarbonate), O=C(CCCCl)C=1C=C2CCC(NC2=CC1)=O (6-(1-oxo-4-chlorobutyl)-3,4-dihydrocarbostyril), [I-].[Na+] (sodium iodide). Solvent: C(C)N(CC)CC (triethylamine), CN(C=O)C (dimethylformamide). Run at time 2 hour. Yields the product O=C(CCCN1CCN(CC1)C1=CC(=CC=C1)Cl)C=1C=C2CCC(NC2=CC1)=O (6-{1-oxo-4-[4-(3-chlorophenyl)-1-piperazinyl]butyl}-3,4-dihydrocarbostyril). Reaction SMILES: [O:1]=[C:2]([C:7]1[CH:8]=[C:9]2[C:14](=[CH:15][CH:16]=1)[NH:13][C:12](=[O:17])[CH2:11][CH2:10]2)[CH2:3][CH2:4][CH2:5]Cl.[I-].[Na+].[Cl:20][C:21]1[CH:22]=[C:23]([N:27]2[CH2:32][CH2:31][NH:30][CH2:29][CH2:28]2)[CH:24]=[CH:25][CH:26]=1.C(=O)([O-])O.[Na+]>CN(C)C=O.C(N(CC)CC)C>[O:1]=[C:2]([C:7]1[CH:8]=[C:9]2[C:14](=[CH:15][CH:16]=1)[NH:13][C:12](=[O:17])[CH2:11][CH2:10]2)[CH2:3][CH2:4][CH2:5][N:30]1[CH2:29][CH2:28][N:27]([C:23]2[CH:24]=[CH:25][CH:26]=[C:21]([Cl:20])[CH:22]=2)[CH2:32][CH2:31]1 |f:1.2,4.5|. Procedure details: 5.0 Grams of 6-(1-oxo-4-chlorobutyl)-3,4-dihydrocarbostyril and 7.5 g of sodium iodide were dispersed in 120 ml of anhydrous dimethylformamide and the mixture was stirred at 50°-60° C. for 2 hours. To this reaction mixture were added 10 g of 4-(3-chlorophenyl)piperazine and 5 ml of triethylamine and was stirred at 50°-60° C. for 6 hours, then stirred at a room temperature for 24 hours. The reaction mixture was concentrated under a reduced pressure to obtain a residue. To the residue thus obtaine... Reactants: sec-butyllithium TEA, 316g, C(=C)(C)C1=CC(=CC=C1)C(=C)C (1,3-diisopropenyl benzene), C(C)(CC)[Li] (sec-butyllithium), CCCCCC (hexane), 202g, TEA. The solvent is C1=CC=CC=C1 (benzene). The product is [Li]C(CC(CC)C)(C)C=1C=C(C(=C)C)C=CC1 (3-(1-lithio-1,3-dimethylpentyl)-alphamethylstyrene). RXN SMILES: [C:1]([C:4]1[CH:9]=[CH:8][CH:7]=[C:6]([C:10]([CH3:12])=[CH2:11])[CH:5]=1)([CH3:3])=[CH2:2].C([Li:17])(CC)C.[CH3:18][CH2:19][CH2:20][CH2:21]CC>C1C=CC=CC=1>[Li:17][C:10]([C:6]1[CH:5]=[C:4]([CH:9]=[CH:8][CH:7]=1)[C:1]([CH3:3])=[CH2:2])([CH3:12])[CH2:11][CH:20]([CH3:21])[CH2:19][CH3:18]. Reported procedure: 316g (2 moles) of 1,3-diisopropenyl benzene (DIPB) and 400 ml benzene are charged to a dry, argon flushed, 12-liter 3-neck, round-bottom reaction flask. The reaction flask is equipped with a stirrer, thermometer, addition funnel and a dry ice-hexane cooling bath. The flask and contents are cooled to -20° and a premixed solution of 1670 ml of a 1.2N sec-butyllithium in hexane (2 moles) and 202g of TEA (2 moles) are added dropwise over a period of 2 hours. The temperature is held between -20° and ... Reactants: CCOC(C)=O, Cc1nc(CO)c2n1-c1ccc(Cl)cc1C(c1ccccc1Cl)=NC2, Cl, O=S(Cl)Cl. Product: Cc1nc(CCl)c2n1-c1ccc(Cl)cc1C(c1ccccc1Cl)=NC2. RXN SMILES: [CH3:31][CH2:32][O:33][C:34](=[O:35])[CH3:36].[Cl:1][c:2]1[cH:3][cH:4][c:5]2[c:6]([cH:25]1)[C:7]([c:18]1[c:19]([Cl:24])[cH:20][cH:21][cH:22][cH:23]1)=[N:8][CH2:9][c:10]1[n:11]-2[c:12]([CH3:17])[n:13][c:14]1[CH2:15][OH:16].[ClH:30].[S:26]([Cl:27])([Cl:28])=[O:29]>>[Cl:1][c:2]1[cH:3][cH:4][c:5]2[c:6]([cH:25]1)[C:7]([c:18]1[c:19]([Cl:24])[cH:20][cH:21][cH:22][cH:23]1)=[N:8][CH2:9][c:10]1[n:11]-2[c:12]([CH3:17])[n:13][c:14]1[CH2:15][Cl:28]. The reactants are CO, CCOC(=O)CC(O)CCn1ccc([N+](=O)[O-])n1. The product is CCOC(=O)CC(O)CCn1ccc(N)n1. Reaction SMILES: [CH3:19][OH:20].[OH:1][CH:2]([CH2:3][C:4](=[O:5])[O:6][CH2:7][CH3:8])[CH2:9][CH2:10][n:11]1[n:12][c:13]([N+:16]([O-:17])=[O:18])[cH:14][cH:15]1>>[OH:1][CH:2]([CH2:3][C:4](=[O:5])[O:6][CH2:7][CH3:8])[CH2:9][CH2:10][n:11]1[n:12][c:13]([NH2:16])[cH:14][cH:15]1. The reactants are C=1C=CN2C1C(NC1=C(C2)C=CC=C1)=O (5,10-dihydro-11H-pyrrolo[2,1-c]-[1,4]benzodiazepin-11-one), P12(=S)SP3(=S)SP(=S)(S1)SP(=S)(S2)S3 (phosphorus pentasulfide). Solvent: N1=CC=CC=C1 (pyridine). Run at time 8 hour. Product: C=1C=CN2C1C(NC1=C(C2)C=CC=C1)=S (5,10-dihydro-11H-pyrrolo[2,1-c][1,4]benzodiazepin-11-thione). Reaction SMILES: [CH:1]1[CH:2]=[CH:3][N:4]2[CH2:10][C:9]3[CH:11]=[CH:12][CH:13]=[CH:14][C:8]=3[NH:7][C:6](=O)[C:5]=12.P12(SP3(SP(SP(S3)(S1)=S)(=S)S2)=S)=[S:17]>N1C=CC=CC=1>[CH:1]1[CH:2]=[CH:3][N:4]2[CH2:10][C:9]3[CH:11]=[CH:12][CH:13]=[CH:14][C:8]=3[NH:7][C:6](=[S:17])[C:5]=12. Reported procedure: A mixture of 6.0 g. of 5,10-dihydro-11H-pyrrolo[2,1-c]-[1,4]benzodiazepin-11-one (Example 1), 2.64 g. of phosphorus pentasulfide and 50 ml. of pyridine is stirred and heated at the reflux temperature for 4 hours, and concentrated to remove the pyridine. The residue is treated with 75 ml. of 5% aqueous sodium bicarbonate solution and 5 ml. of methanol and stirred at room temperature overnight. The product crystallizes gradually and is collected, washed with water and dried. This crude product is ... Reactants: CC(=O)O, CO, O=CCc1ccccc1, ClCCCl, NC1CCN(c2ncnc3[nH]c(=O)[nH]c23)CC1. Yields the product O=c1[nH]c2ncnc(N3CCC(NCCc4ccccc4)CC3)c2[nH]1. As a reaction SMILES: [CH3:27][C:28](=[O:29])[OH:30].[CH3:35][OH:36].[CH:18](=[O:19])[CH2:20][c:21]1[cH:22][cH:23][cH:24][cH:25][cH:26]1.[Cl:31][CH2:32][CH2:33][Cl:34].[NH2:1][CH:2]1[CH2:3][CH2:4][N:5]([c:8]2[c:9]3[nH:10][c:11](=[O:17])[nH:12][c:13]3[n:14][cH:15][n:16]2)[CH2:6][CH2:7]1>>[NH:1]([CH:2]1[CH2:3][CH2:4][N:5]([c:8]2[c:9]3[nH:10][c:11](=[O:17])[nH:12][c:13]3[n:14][cH:15][n:16]2)[CH2:6][CH2:7]1)[CH2:18][CH2:20][c:21]1[cH:22][cH:23][cH:24][cH:25][cH:26]1. Starting materials: N12CCN(CC1)CC2 (1,4-diazabicyclo[2.2.2]-octane), NC1=CC=C(C=C1)S(=O)(=O)C=CC#N (2-cyanovinyl 4-aminophenyl sulfone), FS(=O)(=O)C=1C=C(C=CC1)S(=O)(=O)Cl (3-fluorosulfonylbenzenesulfonyl chloride), S(=O)(=O)(Cl)Cl (sulfonyl chloride). Solvent: CC(=O)C (acetone), CC(=O)C (acetone). Run at temperature 25 celsius. The product is FS(=O)(=O)C=1C=C(C=CC1)S(=O)(=O)NC1=CC=C(C=C1)S(=O)(=O)C=CC#N (2-cyanovinyl 4-(3-fluorosulfonylbenzenesulfonamido)phenyl sulfone). RXN SMILES: [NH2:1][C:2]1[CH:7]=[CH:6][C:5]([S:8]([CH:11]=[CH:12][C:13]#[N:14])(=[O:10])=[O:9])=[CH:4][CH:3]=1.[F:15][S:16]([C:19]1[CH:20]=[C:21]([S:25](Cl)(=[O:27])=[O:26])[CH:22]=[CH:23][CH:24]=1)(=[O:18])=[O:17].S(Cl)(Cl)(=O)=O.N12CCN(CC1)CC2>CC(C)=O>[F:15][S:16]([C:19]1[CH:20]=[C:21]([S:25]([NH:1][C:2]2[CH:3]=[CH:4][C:5]([S:8]([CH:11]=[CH:12][C:13]#[N:14])(=[O:10])=[O:9])=[CH:6][CH:7]=2)(=[O:27])=[O:26])[CH:22]=[CH:23][CH:24]=1)(=[O:17])=[O:18]. Procedure details: To an acetone solution of 10.4 g (0.05 mol) 2-cyanovinyl 4-aminophenyl sulfone is added 12.8 g (0.05 mol of 3-fluorosulfonylbenzenesulfonyl chloride at room temperature, with agitation. The sulfonyl chloride dissolves immediately, giving a clear yellow solution. To this mixture is added over a ten minute period an acetone solution of 1,4-diazabicyclo[2.2.2]-octane (11.2 g, 0.05 mol). A light yellow precipitate forms almost at once; the reaction mixture is maintained at about 25° C for 30 minutes...